From a dataset of the Open Reaction Database (ORD), a public repository of structured organic reaction records. describe an organic reaction: reactants, conditions, products, and yield The reactants are Cl (hydrochloric acid), ClC1=NC=C(C2=CC=CC=C12)C#N (1-chloro-4-cyanoisoquinoline), [Cl-].[NH4+] (ammonium chloride), [N-]=[N+]=[N-].[Na+] (sodium azide), O (water). The solvent is CN(C=O)C (dimethylformamide). Reaction conditions: temperature 120 celsius. Yields the product O.C1=NC=CC2=CC=CC=C12.C1=NC=CC2=CC=CC=C12 (isoquinoline hemihydrate). RXN SMILES: Cl[C:2]1[C:11]2[C:6](=[CH:7][CH:8]=[CH:9][CH:10]=2)[C:5](C#N)=[CH:4][N:3]=1.[Cl-].[NH4+].[N-]=[N+]=[N-].[Na+].Cl.[OH2:21]>CN(C)C=O>[OH2:21].[CH:2]1[C:11]2[C:6](=[CH:7][CH:8]=[CH:9][CH:10]=2)[CH:5]=[CH:4][N:3]=1.[CH:2]1[C:11]2[C:6](=[CH:7][CH:8]=[CH:9][CH:10]=2)[CH:5]=[CH:4][N:3]=1 |f:1.2,3.4,8.9.10|. Procedure: A mixture of 7.0 g of 1-chloro-4-cyanoisoquinoline, 4.3 g of ammonium chloride, 5.3 g of sodium azide and 100 ml of dimethylformamide was heated at 120° C. for 16 hours. The mixture was poured into 600 ml of water and acidified to a pH of 2 with hydrochloric acid. The cream colored precipitate which formed was separated by filtration and dried and then recrystallized from dimethylsulfoxide to give 5-(1H-tetrazol-5-yl)tetrazolo[5,1-a[isoquinoline hemihydrate melting at about 235°-250° C. decompos... The reactants are O=C(O)C(=O)N1CCC(Cc2ccccc2)CC1, CCOCC, Nc1ccc2c(c1)C(=O)C(=O)N2. The product is O=C1Nc2ccc(NC(=O)C(=O)N3CCC(Cc4ccccc4)CC3)cc2C1=O. Reaction SMILES: [CH2:13]([c:14]1[cH:15][cH:16][cH:17][cH:18][cH:19]1)[CH:20]1[CH2:21][CH2:22][N:23]([C:26]([C:27](=[O:28])[OH:29])=[O:30])[CH2:24][CH2:25]1.[CH2:31]([O:32][CH2:33][CH3:34])[CH3:35].[NH2:1][c:2]1[cH:3][c:4]2[c:8]([cH:9][cH:10]1)[NH:7][C:6](=[O:11])[C:5]2=[O:12]>>[NH:1]([c:2]1[cH:3][c:4]2[c:8]([cH:9][cH:10]1)[NH:7][C:6](=[O:11])[C:5]2=[O:12])[C:27]([C:26]([N:23]1[CH2:22][CH2:21][CH:20]([CH2:13][c:14]2[cH:15][cH:16][cH:17][cH:18][cH:19]2)[CH2:25][CH2:24]1)=[O:30])=[O:28]. The reactants are Brc1c(-c2ccccn2)nn2c1CCC2, O=C([O-])[O-], C1CCOC1, [K+], [K+], OB(O)c1ccc2c(c1)OCCCO2, CN(C)C=O, O=C(C=Cc1ccccc1)C=Cc1ccccc1, O=C(C=Cc1ccccc1)C=Cc1ccccc1, O=C(C=Cc1ccccc1)C=Cc1ccccc1, [Pd], [Pd]. Yields the product c1ccc(-c2nn3c(c2-c2ccc4c(c2)OCCCO4)CCC3)nc1. RXN SMILES: [Br:1][c:2]1[c:3]2[n:4]([n:5][c:6]1-[c:7]1[n:8][cH:9][cH:10][cH:11][cH:12]1)[CH2:13][CH2:14][CH2:15]2.[C:30](=[O:31])([O-:32])[O-:33].[CH2:36]1[O:37][CH2:38][CH2:39][CH2:40]1.[K+:34].[K+:35].[O:16]1[c:17]2[c:18]([cH:23][c:24]([B:27]([OH:28])[OH:29])[cH:25][cH:26]2)[O:19][CH2:20][CH2:21][CH2:22]1.[O:41]=[CH:42][N:43]([CH3:44])[CH3:45].[O:48]=[C:49]([CH:50]=[CH:51][c:52]1[cH:53][cH:54][cH:55][cH:56][cH:57]1)[CH:58]=[CH:59][c:60]1[cH:61][cH:62][cH:63][cH:64][cH:65]1.[O:66]=[C:67]([CH:68]=[CH:69][c:70]1[cH:71][cH:72][cH:73][cH:74][cH:75]1)[CH:76]=[CH:77][c:78]1[cH:79][cH:80][cH:81][cH:82][cH:83]1.[O:84]=[C:85]([CH:86]=[CH:87][c:88]1[cH:89][cH:90][cH:91][cH:92][cH:93]1)[CH:94]=[CH:95][c:96]1[cH:97][cH:98][cH:99][cH:100][cH:101]1.[Pd:46].[Pd:47]>>[c:2]1(-[c:24]2[cH:23][c:18]3[c:17]([cH:26][cH:25]2)[O:16][CH2:22][CH2:21][CH2:20][O:19]3)[c:3]2[n:4]([n:5][c:6]1-[c:7]1[n:8][cH:9][cH:10][cH:11][cH:12]1)[CH2:13][CH2:14][CH2:15]2. The reactants are [N+](=O)([O-])C1=CC=C(CC(P(OC)(OC)=O)P(OC)(OC)=O)C=C1 (Tetramethyl 1-(4-nitrobenzyl)methylenebisphosphonate). The reagents and catalysts are O=[Pt]=O (PtO2). Solvent: CCO (EtOH). Run at time 14 hour. The product is NC1=CC=C(CC(P(OC)(OC)=O)P(OC)(OC)=O)C=C1 (Tetramethyl 1-(4-aminobenzyl)methylenebisphosphonate). Yield: 103.4%. RXN SMILES: [N+:1]([C:4]1[CH:23]=[CH:22][C:7]([CH2:8][CH:9]([P:16](=[O:21])([O:19][CH3:20])[O:17][CH3:18])[P:10](=[O:15])([O:13][CH3:14])[O:11][CH3:12])=[CH:6][CH:5]=1)([O-])=O>CCO.O=[Pt]=O>[NH2:1][C:4]1[CH:5]=[CH:6][C:7]([CH2:8][CH:9]([P:16](=[O:21])([O:19][CH3:20])[O:17][CH3:18])[P:10](=[O:15])([O:13][CH3:14])[O:11][CH3:12])=[CH:22][CH:23]=1. Procedure details: A mixture of 12 (1.01 g, 2.75 mmol) and PtO2 (0.035 g, 0.15 mmol) in EtOH (40 mL, 95%) was shaken in a PARR apparatus under 55 p.s.i of H2 for 14 hr. The catalyst was removed by filtration through glass fiber filter paper and the solvent was removed under reduced pressure to give 13 as a pale yellow solid (0.959 g, 103%) that was used without purification. 1H NMR (400 MHz, CDCl3) δ 2.62 (tt, J=6.3, 23.9, 1H), 3.12 (dt, J=6.3, 16.2, 2H), 3.70 (d, J=1.9, 6H), 3.73 (d, J=1.9, 6H), 6.61 (d, J=8.5, 2... Isolated yield 79.2%. Procedure: Charged flask with a 60% sodium hydride in oil dispersion (64.0 mg, 1.6 mmol) and suspended in DMF (1 ml). A DMF (1 ml) solution of naphthalen-1-ylmethyl-(3-phenylisoxazol-5-yl)-amine (300 mg, 1.0 mmol ) was added and the mixture stirred under argon at rt for 30 min resulting in a light yellow solution. After adding ethyl bromoacetate (333 μl, 3.0 mmol), the reaction was stirred at rt for 1 hr, poured into 10% sodium bicarbonate (aq) and extracted with ethyl acetate (3×). The extracts were combi... Reactants: [H-].[Na+] (sodium hydride), C([O-])(O)=O.[Na+] (sodium bicarbonate), BrCC(=O)OCC (ethyl bromoacetate), C1(=CC=CC2=CC=CC=C12)CNC1=CC(=NO1)C1=CC=CC=C1 (naphthalen-1-ylmethyl-(3-phenylisoxazol-5-yl)-amine). RXN SMILES: [H-].[Na+].[C:3]1([CH2:13][NH:14][C:15]2[O:19][N:18]=[C:17]([C:20]3[CH:25]=[CH:24][CH:23]=[CH:22][CH:21]=3)[CH:16]=2)[C:12]2[C:7](=[CH:8][CH:9]=[CH:10][CH:11]=2)[CH:6]=[CH:5][CH:4]=1.Br[CH2:27][C:28]([O:30][CH2:31][CH3:32])=[O:29].C(=O)(O)[O-].[Na+]>CN(C=O)C>[CH2:31]([O:30][C:28](=[O:29])[CH2:27][N:14]([CH2:13][C:3]1[C:12]2[C:7](=[CH:8][CH:9]=[CH:10][CH:11]=2)[CH:6]=[CH:5][CH:4]=1)[C:15]1[O:19][N:18]=[C:17]([C:20]2[CH:25]=[CH:24][CH:23]=[CH:22][CH:21]=2)[CH:16]=1)[CH3:32] |f:0.1,4.5|. The solvent is CN(C)C=O (DMF), CN(C)C=O (DMF). Conditions: time 30 minute. Product: C(C)OC(CN(C1=CC(=NO1)C1=CC=CC=C1)CC1=CC=CC2=CC=CC=C12)=O ([Naphthalen-1-ylmethyl-(3-phenylisoxazol-5-yl)-amino]-acetic acid ethyl ester). The reactants are Cl (HCl), [H-].[Al+3].[Li+].[H-].[H-].[H-] (lithium aluminium hydride), COC(C1=C(N=C(C=C1)C1=C(C=C(C=C1)C(F)(F)F)F)C)=O (6-(2-Fluoro-4-trifluoromethyl-phenyl)-2-methyl-nicotinic acid methyl ester). The solvent is [Cl-].[Na+].O (brine), O1CCCC1 (THF), O1CCCC1 (tetrahydrofuran). Run at time 20 minute. Product: FC1=C(C=CC(=C1)C(F)(F)F)C1=CC=C(C(=N1)C)CO ([6-(2-Fluoro-4-trifluoromethyl-phenyl)-2-methyl-pyridin-3-yl]-methanol). RXN SMILES: [H-].[Al+3].[Li+].[H-].[H-].[H-].C[O:8][C:9](=O)[C:10]1[CH:15]=[CH:14][C:13]([C:16]2[CH:21]=[CH:20][C:19]([C:22]([F:25])([F:24])[F:23])=[CH:18][C:17]=2[F:26])=[N:12][C:11]=1[CH3:27].Cl>O1CCCC1.[Cl-].[Na+].O>[F:26][C:17]1[CH:18]=[C:19]([C:22]([F:25])([F:24])[F:23])[CH:20]=[CH:21][C:16]=1[C:13]1[N:12]=[C:11]([CH3:27])[C:10]([CH2:9][OH:8])=[CH:15][CH:14]=1 |f:0.1.2.3.4.5,9.10.11|. Procedure: 2.60 mg (68.44 mmol) lithium aluminium hydride were given to 110 ml tetrahydrofuran (THF) and stirred at room temperature (r. t.) for 20 min. A solution of 11.20 g (34.22 mmol) 6-(2-Fluoro-4-trifluoromethyl-phenyl)-2-methyl-nicotinic acid methyl ester in 110 ml THF was added drop by drop at 0° C. within 15 min., and the mixture stirred for 2 h at 0° C. 140 ml brine were added slowly at 0° C. and stirred continued for 1 h. The mixture was adjusted to pH=5 by slowly addition of conc. HCl. A formed... Reactants: CC12CCCC2N1S(=O)(=O)C1=CC=C(C=C1)C (1-methyl-6-(4-methylbenzenesulfonyl)-6-azabicyclo[3.1.0]hexane), [N-]=[N+]=[N-].[Na+] (sodium azide). The solvent is CC(C)O (IPA), O (water), O (water). Conditions: time 17 hour. Product: N(=[N+]=[N-])C1(C(CCC1)NS(=O)(=O)C1=CC=C(C=C1)C)C (N-(2-Azido-2-methylcyclopentyl)-4-methylbenzene-1-sulfonamide). RXN SMILES: [CH3:1][C:2]12[N:7]([S:8]([C:11]3[CH:16]=[CH:15][C:14]([CH3:17])=[CH:13][CH:12]=3)(=[O:10])=[O:9])[CH:6]1[CH2:5][CH2:4][CH2:3]2.[N-:18]=[N+:19]=[N-:20].[Na+]>CC(O)C.O>[N:18]([C:2]1([CH3:1])[CH2:3][CH2:4][CH2:5][CH:6]1[NH:7][S:8]([C:11]1[CH:16]=[CH:15][C:14]([CH3:17])=[CH:13][CH:12]=1)(=[O:10])=[O:9])=[N+:19]=[N-:20] |f:1.2|. Reported procedure: To a solution of 1-methyl-6-(4-methylbenzenesulfonyl)-6-azabicyclo[3.1.0]hexane (55 g, 219.12 mmol) in IPA (1000 ml) and water (1000 ml) was added sodium azide (57.0 g, 876.92 mmol). The reaction mixture was stirred at room temperature for 17 hours. The reaction was cooled to room temperature and water (1000 ml) was added. The aqueous layer was extracted with diethyl ether (3×500 ml). The combined organics were washed with brine (250 ml), dried over sodium sulfate, concentrated in vacuo to affor...